From a dataset of the Open Reaction Database (ORD), a public repository of structured organic reaction records. describe an organic reaction: reactants, conditions, products, and yield Starting materials: CCOC(=C1C(=O)Nc2ccc([N+](=O)[O-])cc21)c1ccccc1, CN(C)C=O, O, Nc1ccc(Cn2ccnc2)cc1. Product: O=C1Nc2ccc([N+](=O)[O-])cc2C1=C(Nc1ccc(Cn2ccnc2)cc1)c1ccccc1. As a reaction SMILES: [CH2:1]([O:2][C:4]([c:5]1[cH:6][cH:7][cH:8][cH:9][cH:10]1)=[C:11]1[C:12](=[O:23])[NH:13][c:14]2[cH:15][cH:16][c:17]([N+:20](=[O:21])[O-:22])[cH:18][c:19]21)[CH3:3].[O:38]=[CH:39][N:40]([CH3:41])[CH3:42].[OH2:37].[n:24]1([CH2:29][c:30]2[cH:31][cH:32][c:33]([NH2:34])[cH:35][cH:36]2)[cH:25][n:26][cH:27][cH:28]1>>[C:4]([c:5]1[cH:6][cH:7][cH:8][cH:9][cH:10]1)(=[C:11]1[C:12](=[O:23])[NH:13][c:14]2[cH:15][cH:16][c:17]([N+:20](=[O:21])[O-:22])[cH:18][c:19]21)[NH:34][c:33]1[cH:32][cH:31][c:30]([CH2:29][n:24]2[cH:25][n:26][cH:27][cH:28]2)[cH:36][cH:35]1. The reactants are CS(=O)(=O)c1ccc(C(=Cc2ccsc2)C(=O)O)cc1, CN(C)C=O, On1nnc2ccccc21, Nc1nccs1. Yields the product CS(=O)(=O)c1ccc(C(=Cc2ccsc2)C(=O)Nc2nccs2)cc1. As a reaction SMILES: [CH3:1][S:2](=[O:3])(=[O:4])[c:5]1[cH:6][cH:7][c:8]([C:11]([C:12](=[O:13])[OH:14])=[CH:15][c:16]2[cH:17][s:18][cH:19][cH:20]2)[cH:9][cH:10]1.[O:37]=[CH:38][N:39]([CH3:40])[CH3:41].[OH:21][n:22]1[c:23]2[c:24]([cH:25][cH:26][cH:27][cH:28]2)[n:29][n:30]1.[s:31]1[c:32]([NH2:36])[n:33][cH:34][cH:35]1>>[CH3:1][S:2](=[O:3])(=[O:4])[c:5]1[cH:6][cH:7][c:8]([C:11]([C:12](=[O:14])[NH:36][c:32]2[s:31][cH:35][cH:34][n:33]2)=[CH:15][c:16]2[cH:17][s:18][cH:19][cH:20]2)[cH:9][cH:10]1. The reactants are O=B[O-], CN(C)C1(Cc2ccccc2)CCC(=O)CC1, CC(C)O, [Na+], O=P([O-])([O-])[O-]. The product is CN(C)C1(Cc2ccccc2)CCC(O)CC1. RXN SMILES: [B:18]([O-:19])=[O:20].[CH2:1]([c:2]1[cH:3][cH:4][cH:5][cH:6][cH:7]1)[C:8]1([N:15]([CH3:16])[CH3:17])[CH2:9][CH2:10][C:11](=[O:14])[CH2:12][CH2:13]1.[CH:27]([OH:28])([CH3:29])[CH3:30].[Na+:21].[O-:22][P:23](=[O:24])([O-:25])[O-:26]>>[CH2:1]([c:2]1[cH:3][cH:4][cH:5][cH:6][cH:7]1)[C:8]1([N:15]([CH3:16])[CH3:17])[CH2:9][CH2:10][CH:11]([OH:14])[CH2:12][CH2:13]1. Starting materials: copolymer, [N+](=O)([O-])C1=C(C=CC(=C1)[N+](=O)[O-])F (2,4-dinitrofluorobenzene), FC1=C(C=C(C=C1)[N+](=O)[O-])[N+](=O)[O-] (Sanger's reagent), C(=C)N.C(=C)N1C2=CC=CC=C2C=2C=CC=CC12 (vinylamine N-vinylcarbazole), C([O-])([O-])=O.[K+].[K+] (potassium carbonate). Solvent: CN(C=O)C (dimethylformamide). Product: C(=C)NC1=C(C=C(C=C1)[N+](=O)[O-])[N+](=O)[O-].C(=C)N1C2=CC=CC=C2C=2C=CC=CC12 (N-vinyl-2,4-dinitroaniline N-vinylcarbazole). As a reaction SMILES: [CH:1]([NH2:3])=[CH2:2].[CH:4]([N:6]1[C:18]2[CH:17]=[CH:16][CH:15]=[CH:14][C:13]=2[C:12]2[C:7]1=[CH:8][CH:9]=[CH:10][CH:11]=2)=[CH2:5].C(=O)([O-])[O-].[K+].[K+].[N+:25]([C:28]1[CH:33]=[C:32]([N+:34]([O-:36])=[O:35])[CH:31]=[CH:30][C:29]=1F)([O-:27])=[O:26]>CN(C)C=O>[CH:1]([NH:3][C:29]1[CH:30]=[CH:31][C:32]([N+:34]([O-:36])=[O:35])=[CH:33][C:28]=1[N+:25]([O-:27])=[O:26])=[CH2:2].[CH:4]([N:6]1[C:18]2[CH:17]=[CH:16][CH:15]=[CH:14][C:13]=2[C:12]2[C:7]1=[CH:8][CH:9]=[CH:10][CH:11]=2)=[CH2:5] |f:0.1,2.3.4,7.8|. Procedure: 1 gram of a copolymer comprising vinylamine/N-vinylcarbazole (25/75 mole percent) is dissolved in 50 milliliters of anhydrous dimethylformamide (DMF). 0.184 grams potassium carbonate is then suspended in this polymer solution and thereafter 1 milliliter of 2,4-dinitrofluorobenzene (Sanger's reagent) added by dropwise addition. Immediately after the addition of Sanger's reagent a yellow color develops within the solution and becomes more intense as the reaction proceeds. The flask containing the ... The reactants are C(C)(C)(C)OC(NC1=CC(=CC(=C1)C(F)(F)F)NC(CC(N[C@H]([C@H](CCC)O)CNCC1=C(C=C(C=C1)C)C)=O)=O)=O ([3-(2-{(1S,2S)-1-[(2,4-dimethyl-benzylamino)-methyl]-2-hydroxy-pentylcarbamoyl}-acetylamino)-5-trifluoromethyl-phenyl]-carbamic acid tert-butyl ester), C(=O)(C(F)(F)F)O (TFA). Run in C(Cl)Cl (CH2Cl2). Run at time 3 hour. Yields the product NC=1C=C(C=C(C1)C(F)(F)F)NC(CC(=O)N[C@H]([C@H](CCC)O)CNCC1=C(C=C(C=C1)C)C)=O (N-(3-Amino-5-trifluoromethyl-phenyl)-N′-{(1S,2S)-1-[(2,4-dimethyl-benzylamino)-methyl]-2-hydroxy-pentyl}-malonamide). RXN SMILES: C(OC(=O)[NH:7][C:8]1[CH:13]=[C:12]([C:14]([F:17])([F:16])[F:15])[CH:11]=[C:10]([NH:18][C:19](=[O:41])[CH2:20][C:21](=[O:40])[NH:22][C@@H:23]([CH2:29][NH:30][CH2:31][C:32]2[CH:37]=[CH:36][C:35]([CH3:38])=[CH:34][C:33]=2[CH3:39])[C@@H:24]([OH:28])[CH2:25][CH2:26][CH3:27])[CH:9]=1)(C)(C)C.C(O)(C(F)(F)F)=O>C(Cl)Cl>[NH2:7][C:8]1[CH:9]=[C:10]([NH:18][C:19](=[O:41])[CH2:20][C:21]([NH:22][C@@H:23]([CH2:29][NH:30][CH2:31][C:32]2[CH:37]=[CH:36][C:35]([CH3:38])=[CH:34][C:33]=2[CH3:39])[C@@H:24]([OH:28])[CH2:25][CH2:26][CH3:27])=[O:40])[CH:11]=[C:12]([C:14]([F:17])([F:16])[F:15])[CH:13]=1. Reported procedure: The compound [3-(2-{(1S,2S)-1-[(2,4-dimethyl-benzylamino)-methyl]-2-hydroxy-pentylcarbamoyl}-acetylamino)-5-trifluoromethyl-phenyl]-carbamic acid tert-butyl ester (45 mg, 0.08 mmol, see procedure 8b above) was dissolved in CH2Cl2 (1.5 mL) and treated with TFA (0.5 mL). The solution was stirred for 3 h and then concentrated in vacuo. The residue was dissolved in benzene and concentrated in vacuo; this procedure was repeated. The residue was purified by reverse-phase HPLC to afford the title compo... Starting materials: C(C)(C)(C)OC(NN1C=CC=C1)=O (pyrrol-1-yl-carbamic acid tert-butyl ester), COC1=CC=C(CCl)C=C1 (4-methoxybenzyl chloride), [H-].[Na+] (sodium hydride). Yields the product C(C)(C)(C)OC(N(N1C=CC=C1)CC1=CC=C(C=C1)OC)=O ((4-Methoxy-benzyl)-pyrrol-1-yl-carbamic acid tert-butyl ester). RXN SMILES: [C:1]([O:5][C:6](=[O:13])[NH:7][N:8]1[CH:12]=[CH:11][CH:10]=[CH:9]1)([CH3:4])([CH3:3])[CH3:2].[CH3:14][O:15][C:16]1[CH:23]=[CH:22][C:19]([CH2:20]Cl)=[CH:18][CH:17]=1.[H-].[Na+]>>[C:1]([O:5][C:6](=[O:13])[N:7]([CH2:20][C:19]1[CH:22]=[CH:23][C:16]([O:15][CH3:14])=[CH:17][CH:18]=1)[N:8]1[CH:12]=[CH:11][CH:10]=[CH:9]1)([CH3:4])([CH3:2])[CH3:3] |f:2.3|. Procedure: Prepared according to the benzylation condition used in Example 1 step b) from pyrrol-1-yl-carbamic acid tert-butyl ester (1.0 eq.), 4-methoxybenzyl chloride (1.03 eq.) and sodium hydride (1.3 eq.). ESI (m/z): 303 (M+H)+. Starting materials: C(C)(=O)O (acetic acid), NC1=NNC(=N1)SC (3-amino-5-methylthio-1,2,4-triazole), C(C1=CC=CC=C1)(=O)CC(C)=O (benzoylacetone). The solvent is C(CCC)Cl (n-butyl chloride). The product is CC1=NC=2N(C(=C1)C1=CC=CC=C1)N=C(N2)SC (5-Methyl-2-(methylthio)-7phenyl-1,2,4-triazolo[1,5-a]pyrimidine). The yield is 27.2%. Reaction SMILES: C(O)(=O)C.[NH2:5][C:6]1[N:10]=[C:9]([S:11][CH3:12])[NH:8][N:7]=1.[C:13]([CH2:21][C:22](=O)[CH3:23])(=O)[C:14]1[CH:19]=[CH:18][CH:17]=[CH:16][CH:15]=1>C(Cl)CCC>[CH3:23][C:22]1[CH:21]=[C:13]([C:14]2[CH:19]=[CH:18][CH:17]=[CH:16][CH:15]=2)[N:7]2[N:8]=[C:9]([S:11][CH3:12])[N:10]=[C:6]2[N:5]=1. Procedure: To 50 ml of stirring glacial acetic acid, 2.5 g (19.2 mmol) of 3-amino-5-methylthio-1,2,4-triazole and 3.1 g (19.1 mmol) of benzoylacetone was added followed by heating at reflux for 2 h. The solvent was evaporated in vacuo and excess water added to the residue followed by extraction with 200 ml of ethyl acetate. The extract was washed with water, saturated sodium bicarbonate, brine, dried over magnesium sulfate and evaporated in vacuo to give an oil. Addition of n-butyl chloride resulted in cry...